From a dataset of the Open Reaction Database (ORD), a public repository of structured organic reaction records. describe an organic reaction: reactants, conditions, products, and yield Starting materials: C(C(CO)(CO)N)O (Trisamine), C1(=CC=CC=C1)S(=O)(=O)Cl.C(Cl)Cl (benzenesulfonyl chloride CH2Cl2), NC=1C=C(C=CC1Cl)[C@H](CN(CCOC1=CC=C2C(=NN(C2=C1)C(=O)OC(C)(C)C)C)C(=O)OC(C)(C)C)O[Si](CC)(CC)CC.C(Cl)Cl ((R)-tert-butyl 6-(2-((2-(3-amino-4-chlorophenyl)-2-(triethylsilyloxy)ethyl)(tert-butoxycarbonyl)amino)ethoxy)-3-methylindazole-1-carboxylate CH2Cl2), NC=1C=C(C=CC1Cl)[C@H](CN(CCOC1=CC=C2C(=NN(C2=C1)C(=O)OC(C)(C)C)C)C(=O)OC(C)(C)C)O[Si](CC)(CC)CC ((R)-tert-butyl 6-(2-((2-(3-amino-4-chlorophenyl)-2-(triethylsilyloxy)ethyl)(tert-butoxycarbonyl)amino)ethoxy)-3-methylindazole-1-carboxylate). Solvent: C(Cl)Cl (CH2Cl2), N1=CC=CC=C1 (pyridine), C(Cl)Cl (CH2Cl2). Conditions: time 8 hour. The product is ClC1=C(C=C(C=C1)[C@H](CNCCOC1=CC=C2C(=NNC2=C1)C)O)NS(=O)(=O)C1=CC=CC=C1 ((R)-N-(2-chloro-5-(1-hydroxy-2-(2-(3-methylindazol-6-yloxy)ethylamino)ethyl)phenyl)benzenesulfonamide), Cl (hydrochloride). RXN SMILES: [NH2:1][C:2]1[CH:3]=[C:4]([C@@H:9]([O:39][Si](CC)(CC)CC)[CH2:10][N:11](C(OC(C)(C)C)=O)[CH2:12][CH2:13][O:14][C:15]2[CH:23]=[C:22]3[C:18]([C:19]([CH3:31])=[N:20][N:21]3C(OC(C)(C)C)=O)=[CH:17][CH:16]=2)[CH:5]=[CH:6][C:7]=1[Cl:8].C(Cl)Cl.NC1C=C([C@@H](O[Si](CC)(CC)CC)CN(C(OC(C)(C)C)=O)CCOC2C=C3C(C(C)=NN3C(OC(C)(C)C)=O)=CC=2)C=CC=1Cl.[C:96]1([S:102](Cl)(=[O:104])=[O:103])[CH:101]=[CH:100][CH:99]=[CH:98][CH:97]=1.C(Cl)Cl.C(O)C(N)(CO)CO>C(Cl)Cl.N1C=CC=CC=1>[Cl:8][C:7]1[CH:6]=[CH:5][C:4]([C@@H:9]([OH:39])[CH2:10][NH:11][CH2:12][CH2:13][O:14][C:15]2[CH:23]=[C:22]3[C:18]([C:19]([CH3:31])=[N:20][NH:21]3)=[CH:17][CH:16]=2)=[CH:3][C:2]=1[NH:1][S:102]([C:96]1[CH:101]=[CH:100][CH:99]=[CH:98][CH:97]=1)(=[O:104])=[O:103].[ClH:8] |f:0.1,3.4|. Reported procedure: A (R)-tert-butyl 6-(2-((2-(3-amino-4-chlorophenyl)-2-(triethylsilyloxy)ethyl)(tert-butoxycarbonyl)amino)ethoxy)-3-methylindazole-1-carboxylate-CH2Cl2 solution [0.5 mL; solution prepared by dissolving (R)-tert-butyl 6-(2-((2-(3-amino-4-chlorophenyl)-2-(triethylsilyloxy)ethyl)(tert-butoxycarbonyl)amino)ethoxy)-3-methylindazole-1-carboxylate (1.324 g) that can be produced by the method described in Reference Example 101 or the like in dehydrated CH2Cl2 (10 mL)], dehydrated pyridine (42 μL), a benze...